From a dataset of the Open Reaction Database (ORD), a public repository of structured organic reaction records. describe an organic reaction: reactants, conditions, products, and yield Reactants: BrC1=CC(=C(C=C1)C(C)N[S@](=O)C(C)(C)C)OC ((R)-2-methyl-propane-2-sulfinic acid [1-(4-bromo-2-methoxy-phenyl)-ethyl]-amide), ClC=1C=C(C(=NC1)OC)B(O)O (5-chloro-2-methoxy-pyridine-3-boronic acid), C([O-])([O-])=O.[Na+].[Na+] (sodium carbonate), C1(=CC=CC=C1)C (toluene). Reagents/catalysts: C=1C=CC(=CC1)[P](C=2C=CC=CC2)(C=3C=CC=CC3)[Pd]([P](C=4C=CC=CC4)(C=5C=CC=CC5)C=6C=CC=CC6)([P](C=7C=CC=CC7)(C=8C=CC=CC8)C=9C=CC=CC9)[P](C=1C=CC=CC1)(C=1C=CC=CC1)C=1C=CC=CC1 (tetrakis(triphenylphosphine)palladium). Solvent: C(C)O (ethanol). Reaction conditions: temperature 120 celsius, time 2 hour. Product: ClC=1C=C(C(=NC1)OC)C1=CC(=C(C=C1)[C@@H](C)N)OC ((R)-1-[4-(5-chloro-2-methoxy-pyridin-3-yl)-2-methoxy-phenyl]-ethylamine). Reaction SMILES: Br[C:2]1[CH:7]=[CH:6][C:5]([CH:8]([NH:10][S@@](C(C)(C)C)=O)[CH3:9])=[C:4]([O:17][CH3:18])[CH:3]=1.[Cl:19][C:20]1[CH:21]=[C:22](B(O)O)[C:23]([O:26][CH3:27])=[N:24][CH:25]=1.C(=O)([O-])[O-].[Na+].[Na+].C1(C)C=CC=CC=1>C1C=CC([P]([Pd]([P](C2C=CC=CC=2)(C2C=CC=CC=2)C2C=CC=CC=2)([P](C2C=CC=CC=2)(C2C=CC=CC=2)C2C=CC=CC=2)[P](C2C=CC=CC=2)(C2C=CC=CC=2)C2C=CC=CC=2)(C2C=CC=CC=2)C2C=CC=CC=2)=CC=1.C(O)C>[Cl:19][C:20]1[CH:21]=[C:22]([C:2]2[CH:7]=[CH:6][C:5]([C@H:8]([NH2:10])[CH3:9])=[C:4]([O:17][CH3:18])[CH:3]=2)[C:23]([O:26][CH3:27])=[N:24][CH:25]=1 |f:2.3.4,^1:47,49,68,87|. Procedure details: A mixture of 4-bromo-2-hydroxyacetophenone (0.460 g, 2.0 mmol), titanium tetraethoxide (1.0 g, 4.0 mmol) and (R)-2-methyl-2-propanesulfinamide (0.266 g, 2.2 mmol) in dichloromethane (3.0 ml) was heated in a microwave oven at 120° C. for 15 min. The mixture was cooled in ice and added to a stirred mixture of sodium borohydride (0.30 g, 8.0 mmol) in tetrahydrofuran (50 ml). This mixture was stirred for 1 h at ambient temperature, treated with brine (30 ml) and extracted with ethyl acetate. The com... Starting materials: COC1=CC=C(C(=O)N(C=2C=C(CNC3=NC=NC4=C(C=CC=C34)C(=O)N)C=CC2)C)C=C1 (4-{3-[(4-Methoxy-benzoyl)-methyl-amino]-benzylamino}-quinazoline-8-carboxylic acid amide), NC=1C(=C(C#N)C=CC1)F (3-Amino-2-fluoro-benzonitrile), COC1=CC=C(C(=O)O)C=C1 (4-Methoxy-benzoic acid). The product is FC1=C(CNC2=NC=NC3=C(C=CC=C23)C(=O)N)C=CC=C1NC(C1=CC=C(C=C1)OC)=O (4-[2-Fluoro-3-(4-methoxy-benzoylamino)-benzylamino]-quinazoline-8-carboxylic acid amide). RXN SMILES: [CH3:1][O:2][C:3]1[CH:33]=[CH:32][C:6]([C:7]([N:9](C)[C:10]2[CH:11]=[C:12]([CH:28]=[CH:29][CH:30]=2)[CH2:13][NH:14][C:15]2[C:24]3[C:19](=[C:20]([C:25]([NH2:27])=[O:26])[CH:21]=[CH:22][CH:23]=3)[N:18]=[CH:17][N:16]=2)=[O:8])=[CH:5][CH:4]=1.NC1C([F:43])=C(C=CC=1)C#N.COC1C=CC(C(O)=O)=CC=1>>[F:43][C:11]1[C:10]([NH:9][C:7](=[O:8])[C:6]2[CH:32]=[CH:33][C:3]([O:2][CH3:1])=[CH:4][CH:5]=2)=[CH:30][CH:29]=[CH:28][C:12]=1[CH2:13][NH:14][C:15]1[C:24]2[C:19](=[C:20]([C:25]([NH2:27])=[O:26])[CH:21]=[CH:22][CH:23]=2)[N:18]=[CH:17][N:16]=1. Procedure details: The title compound was prepared according to example 4-{3-[(4-Methoxy-benzoyl)-methyl-amino]-benzylamino}-quinazoline-8-carboxylic acid amide, starting from 3-Amino-2-fluoro-benzonitrile and 4-Methoxy-benzoic acid: Reactants: FC1=CC(=CC(=C1)[N+](=O)[O-])F (1,3-difluoro-5-nitro-benzene), CN1CCC(CC1)S (1-methyl-piperidine-4-thiol), CN(C=O)C (N,N-dimethylformamide), [H-].[Na+] (sodium hydride). Solvent: O (water). Run at time 40 minute. The product is FC=1C=C(C=C(C1)[N+](=O)[O-])SC1CCN(CC1)C (4-(3-Fluoro-5-nitro-phenylsulfanyl)-1-methyl-piperidine). The yield is 10.7%. RXN SMILES: [CH3:1][N:2]1[CH2:7][CH2:6][CH:5]([SH:8])[CH2:4][CH2:3]1.CN(C)C=O.[H-].[Na+].[F:16][C:17]1[CH:22]=[C:21]([N+:23]([O-:25])=[O:24])[CH:20]=[C:19](F)[CH:18]=1>O>[F:16][C:17]1[CH:18]=[C:19]([S:8][CH:5]2[CH2:6][CH2:7][N:2]([CH3:1])[CH2:3][CH2:4]2)[CH:20]=[C:21]([N+:23]([O-:25])=[O:24])[CH:22]=1 |f:2.3|. Reported procedure: Combine 1-methyl-piperidine-4-thiol (1.4 g, 10.67 mmol) and N,N-dimethylformamide (10 mL) and cool to 0° C. Add 95% sodium hydride (0.28 g, 11.20 mmol), warm to ambient temperature and stir. After 40 min., add 1,3-difluoro-5-nitro-benzene (1.21 mL, 10.67 mmol), stir and heat at 65° C. After 3 hr., cool to ambient temperature and add water (50 mL). Extract with ethyl acetate (3×50 mL), wash combined organic layers with water (3×50 mL), aqueous NaCl solution (50 mL), dry organic layer over sodium ... Starting materials: C(C1=CC=CC=C1)(=O)SCCC(C(=O)N1[C@H](C(=O)O)CCC1)C (1-(4-benzoylthio-2-methylbutanoyl)-L-proline), C(C1=CC=CC=C1)(=O)SCCCC(=O)N1[C@H](C(=O)O)CCC1 (1-(4-benzoylthiobutanoyl)-L-proline). Product: SCCC(C(=O)N1[C@H](C(=O)O)CCC1)C (1-(4-mercapto-2-methylbutanoyl)-L-proline). As a reaction SMILES: C([S:9][CH2:10][CH2:11][CH:12]([CH3:23])[C:13]([N:15]1[CH2:22][CH2:21][CH2:20][C@H:16]1[C:17]([OH:19])=[O:18])=[O:14])(=O)C1C=CC=CC=1.C(SCCCC(N1CCC[C@H]1C(O)=O)=O)(=O)C1C=CC=CC=1>>[SH:9][CH2:10][CH2:11][CH:12]([CH3:23])[C:13]([N:15]1[CH2:22][CH2:21][CH2:20][C@H:16]1[C:17]([OH:19])=[O:18])=[O:14]. Reported procedure: By substituting 1-(4-benzoylthio-2-methylbutanoyl)-L-proline for the 1-(4-benzoylthiobutanoyl)-L-proline in the procedure of Example 45, 1-(4-mercapto-2-methylbutanoyl)-L-proline is obtained. The reactants are COc1cc(N)cc(OC)c1, F[B-](F)(F)F, [H+], O=N[O-], [Na+], O. Product: COc1cc(F)cc(OC)c1. As a reaction SMILES: [CH3:1][O:2][c:3]1[cH:4][c:5]([NH2:11])[cH:6][c:7]([O:9][CH3:10])[cH:8]1.[F:13][B-:14]([F:15])([F:16])[F:17].[H+:12].[N:18]([O-:19])=[O:20].[Na+:21].[OH2:22]>>[CH3:1][O:2][c:3]1[cH:4][c:5]([F:13])[cH:6][c:7]([O:9][CH3:10])[cH:8]1. Procedure: To a solution of [3-(4-[2-Tetrahydropyranyloxy]phenyl)propyl]triphenylphosphonium bromide 3D (R=pentyl) (1.68 g) in tert-butyl methyl ether at room temperature is added, dropwise, a 2.6 M solution of butyllithium (1.25 mL). The orange reaction mixture is stirred for 30 minutes, then a solution of cyclohexanal 3F (R=pentyl) (0.558 g) in tert-butyl methyl ether (3 mL) is added dropwise. The reaction is stirred a further 30 minutes, then poured into water and extracted with ether. The combined orga... The product is C(CCCC)[C@@H]1CC[C@H](CC1)C=CCCC1=C(C=CC=C1)O ((4-(trans-4-Pentylcyclohexyl)-3-butenyl]phenol). RXN SMILES: [Br-].O1CCCCC1O[C:9]1[CH:14]=[CH:13][C:12]([CH2:15][CH2:16][CH2:17][P+](C2C=CC=CC=2)(C2C=CC=CC=2)C2C=CC=CC=2)=[CH:11][CH:10]=1.C([Li])CCC.[CH2:42]([CH:47]1[CH2:52][CH2:51][CH:50]([CH:53]=O)[CH2:49][CH2:48]1)[CH2:43][CH2:44][CH2:45][CH3:46].[OH2:55]>COC(C)(C)C>[CH2:42]([C@H:47]1[CH2:48][CH2:49][C@H:50]([CH:53]=[CH:17][CH2:16][CH2:15][C:12]2[CH:11]=[CH:10][CH:9]=[CH:14][C:13]=2[OH:55])[CH2:51][CH2:52]1)[CH2:43][CH2:44][CH2:45][CH3:46] |f:0.1|. The reactants are C(CCCC)C1CCC(CC1)C=O (4-Pentylcyclohexanal), [Br-].O1C(CCCC1)OC1=CC=C(C=C1)CCC[P+](C1=CC=CC=C1)(C1=CC=CC=C1)C1=CC=CC=C1 ([3-(4-[2-Tetrahydropyranyloxy]phenyl)propyl]triphenylphosphonium bromide), solution, C(CCC)[Li] (butyllithium), O (water). Run at time 30 minute. Solvent: COC(C)(C)C (tert-butyl methyl ether), COC(C)(C)C (tert-butyl methyl ether). The reactants are Cl.FC1=C(C(=O)O)C=C(C(=C1)C=1CCN(CC1)C)F (2,5-difluoro-4-(1,2,3,6-tetrahydro-1-methyl-4-pyridinyl)benzoic acid hydrochloride). Reagents/catalysts: [Pd] (Pd/C). Solvent: O (water). Yields the product FC1=C(C(=O)O)C=C(C(=C1)C1CCN(CC1)C)F (2,5-Difluoro-4-(1-methyl-4-piperidinyl)benzoic acid). Reaction SMILES: Cl.[F:2][C:3]1[CH:11]=[C:10]([C:12]2[CH2:13][CH2:14][N:15]([CH3:18])[CH2:16][CH:17]=2)[C:9]([F:19])=[CH:8][C:4]=1[C:5]([OH:7])=[O:6]>O.[Pd]>[F:2][C:3]1[CH:11]=[C:10]([CH:12]2[CH2:13][CH2:14][N:15]([CH3:18])[CH2:16][CH2:17]2)[C:9]([F:19])=[CH:8][C:4]=1[C:5]([OH:7])=[O:6] |f:0.1|. Procedure: 2.53 g (10 mmoles) of 2,5-difluoro-4-(1,2,3,6-tetrahydro-1-methyl-4-pyridinyl)benzoic acid hydrochloride in 100 ml water with 10% Pd/C catalyst was hydrogenated under pressure. Filtration and evaporation afforded the title compound.